Dataset: the Open Reaction Database (ORD), a public repository of structured organic reaction records. Task: describe an organic reaction: reactants, conditions, products, and yield Starting materials: BrC1=C(C=C(C=C1)S(=O)(=O)Cl)F (4-bromo-3-fluorobenzenesulfonyl chloride). Solvent: C1=CC=CC=C1 (benzene). The product is BrC1=C(C=C(C=C1)S(=O)(=O)C1=CC=CC=C1)F (1-Bromo-2-fluoro-4-(phenylsulfonyl)benzene). Reaction SMILES: [Br:1][C:2]1[CH:7]=[CH:6][C:5]([S:8](Cl)(=[O:10])=[O:9])=[CH:4][C:3]=1[F:12]>C1C=CC=CC=1>[Br:1][C:2]1[CH:7]=[CH:6][C:5]([S:8]([C:2]2[CH:7]=[CH:6][CH:5]=[CH:4][CH:3]=2)(=[O:10])=[O:9])=[CH:4][C:3]=1[F:12]. Procedure: The subtitle compound was prepared by the method of example 2 step (i) using 4-bromo-3-fluorobenzenesulfonyl chloride and benzene. The reactants are C(C)(=O)NC=1C=C(C=CC1)C=1C=C(C=CC1)NC1=NC=CC=C1[N+](=O)[O-] (2-[3-(3-acetamidophenyl)phenylamino]-3-nitropyridine), C([O-])(O)=O.[Na+] (sodium bicarbonate). Run in Cl (hydrochloric acid). Yields the product NC=1C=C(C=CC1)C=1C=C(C=CC1)NC1=NC=CC=C1[N+](=O)[O-] (2-[3-(3-aminophenyl)phenylamino]-3-nitropyridine). Isolated yield 108.4%. As a reaction SMILES: C([NH:4][C:5]1[CH:6]=[C:7]([C:11]2[CH:12]=[C:13]([NH:17][C:18]3[C:23]([N+:24]([O-:26])=[O:25])=[CH:22][CH:21]=[CH:20][N:19]=3)[CH:14]=[CH:15][CH:16]=2)[CH:8]=[CH:9][CH:10]=1)(=O)C.C(=O)(O)[O-].[Na+]>Cl>[NH2:4][C:5]1[CH:6]=[C:7]([C:11]2[CH:12]=[C:13]([NH:17][C:18]3[C:23]([N+:24]([O-:26])=[O:25])=[CH:22][CH:21]=[CH:20][N:19]=3)[CH:14]=[CH:15][CH:16]=2)[CH:8]=[CH:9][CH:10]=1 |f:1.2|. Reported procedure: A solution of 2-[3-(3-acetamidophenyl)phenylamino]-3-nitropyridine (10 g) in 3N hydrochloric acid (100 ml) was refluxed for 2 hours. The cold reaction was adjusted to pH 8 with saturated sodium bicarbonate solution and precipitated reddish crystals were collected, washed with water and dried to give 2-[3-(3-aminophenyl)phenylamino]-3-nitropyridine (9.53 g).